This data is from the Open Reaction Database (ORD), a public repository of structured organic reaction records. The task is: describe an organic reaction: reactants, conditions, products, and yield Starting materials: Cl, CC(=O)OCC(=O)C1(OC(=O)NC(C)c2ccccc2)C(C)CC2C3CCC4=CC(=O)C=CC4(C)C3(F)C(O)CC21C. Yields the product CC(NC(=O)OC1(C(=O)CO)C(C)CC2C3CCC4=CC(=O)C=CC4(C)C3(F)C(O)CC21C)c1ccccc1. As a reaction SMILES: [ClH:43].[c:1]1([CH:7]([CH3:8])[NH:9][C:10]([O:11][C:12]2([C:13]([CH2:14][O:15][C:16](=[O:17])[CH3:18])=[O:19])[CH:20]([CH3:41])[CH2:21][CH:22]3[CH:23]4[CH2:24][CH2:25][C:26]5=[CH:27][C:28](=[O:40])[CH:29]=[CH:30][C:31]5([CH3:32])[C:33]4([F:39])[CH:34]([OH:38])[CH2:35][C:36]23[CH3:37])=[O:42])[cH:2][cH:3][cH:4][cH:5][cH:6]1>>[c:1]1([CH:7]([CH3:8])[NH:9][C:10]([O:11][C:12]2([C:13]([CH2:14][OH:15])=[O:19])[CH:20]([CH3:41])[CH2:21][CH:22]3[CH:23]4[CH2:24][CH2:25][C:26]5=[CH:27][C:28](=[O:40])[CH:29]=[CH:30][C:31]5([CH3:32])[C:33]4([F:39])[CH:34]([OH:38])[CH2:35][C:36]23[CH3:37])=[O:42])[cH:2][cH:3][cH:4][cH:5][cH:6]1. Starting materials: CCCC(=O)c1cnc2ccccc2c1Cl, Cc1ccccc1N, C1COCCO1. Yields the product CCCC(=O)c1cnc2ccccc2c1Nc1ccccc1C. Reaction SMILES: [C:1]([CH2:2][CH2:3][CH3:4])(=[O:5])[c:6]1[cH:7][n:8][c:9]2[cH:10][cH:11][cH:12][cH:13][c:14]2[c:15]1[Cl:16].[CH3:17][c:18]1[c:19]([NH2:20])[cH:21][cH:22][cH:23][cH:24]1.[O:25]1[CH2:26][CH2:27][O:28][CH2:29][CH2:30]1>>[C:1]([CH2:2][CH2:3][CH3:4])(=[O:5])[c:6]1[cH:7][n:8][c:9]2[cH:10][cH:11][cH:12][cH:13][c:14]2[c:15]1[NH:20][c:19]1[c:18]([CH3:17])[cH:24][cH:23][cH:22][cH:21]1.